The task is: describe an organic reaction: reactants, conditions, products, and yield. This data is from the Open Reaction Database (ORD), a public repository of structured organic reaction records. Reactants: C(C)C1=CC2=C(N=C3N(C2=O)C=C(C=C3)C(=O)N)S1 (2-ethyl-4-oxo-4H-pyrido[1,2-a]thieno[2,3-d]pyrimidine-7-carboxamide), P(=O)(Cl)(Cl)Cl (phosphorus oxychloride). The solvent is C(Cl)(Cl)Cl (chloroform). Yields the product C(C)C1=CC2=C(N=C3N(C2=O)C=C(C=C3)C#N)S1 (2-ethyl-4-oxo-4H-pyrido[1,2-a]-thieno[2,3-d]pyrimidine-7-carbonitrile). Yield: 96.3%. RXN SMILES: [CH2:1]([C:3]1[S:19][C:6]2[N:7]=[C:8]3[CH:15]=[CH:14][C:13]([C:16]([NH2:18])=O)=[CH:12][N:9]3[C:10](=[O:11])[C:5]=2[CH:4]=1)[CH3:2].P(Cl)(Cl)(Cl)=O>C(Cl)(Cl)Cl>[CH2:1]([C:3]1[S:19][C:6]2[N:7]=[C:8]3[CH:15]=[CH:14][C:13]([C:16]#[N:18])=[CH:12][N:9]3[C:10](=[O:11])[C:5]=2[CH:4]=1)[CH3:2]. Procedure: From 1.3 g (0.0048 mol) of 2-ethyl-4-oxo-4H-pyrido[1,2-a]-thieno[2,3-d]pyrimidine-7-carboxamide (Example 22), 30 ml of phosphorus oxychloride and 30 ml of chloroform and refluxing on a steam bath for six hours, following the procedure of Example 27, there is obtained 1.18 g of 2-ethyl-4-oxo-4H-pyrido[1,2-a]-thieno[2,3-d]pyrimidine-7-carbonitrile; mp 223°-224° C. after recrystallization from glacial acetic acid. Starting materials: CCCCCCCCCCCCCCCC[N+](C)(C)C, Cc1ccccc1, OCCCCCCCCCCCCC1CCCCC1, [Cl-], ClCC1CO1, [Na+], [OH-]. Yields the product C(CCCCCCC1CCCCC1)CCCCCOCC1CO1. As a reaction SMILES: [CH3:28][CH2:29][CH2:30][CH2:31][CH2:32][CH2:33][CH2:34][CH2:35][CH2:36][CH2:37][CH2:38][CH2:39][CH2:40][CH2:41][CH2:42][CH2:43][N+:44]([CH3:45])([CH3:46])[CH3:47].[CH3:48][c:49]1[cH:50][cH:51][cH:52][cH:53][cH:54]1.[CH:1]1([CH2:7][CH2:8][CH2:9][CH2:10][CH2:11][CH2:12][CH2:13][CH2:14][CH2:15][CH2:16][CH2:17][CH2:18][OH:19])[CH2:2][CH2:3][CH2:4][CH2:5][CH2:6]1.[Cl-:27].[Cl:20][CH2:21][CH:22]1[CH2:23][O:24]1.[Na+:26].[OH-:25]>>[CH:1]1([CH2:7][CH2:8][CH2:9][CH2:10][CH2:11][CH2:12][CH2:13][CH2:14][CH2:15][CH2:16][CH2:17][CH2:18][O:19][CH2:21][CH:22]2[CH2:23][O:24]2)[CH2:2][CH2:3][CH2:4][CH2:5][CH2:6]1. The reactants are O=C(Cl)c1ccccc1, Nc1ncc([N+](=O)[O-])cn1, O, c1ccncc1. The product is O=C(Nc1ncc([N+](=O)[O-])cn1)c1ccccc1. Reaction SMILES: [C:1]([c:2]1[cH:3][cH:4][cH:5][cH:6][cH:7]1)(=[O:8])[Cl:9].[NH2:10][c:11]1[n:12][cH:13][c:14]([N+:17](=[O:18])[O-:19])[cH:15][n:16]1.[OH2:20].[cH:21]1[cH:22][cH:23][n:24][cH:25][cH:26]1>>[C:1]([c:2]1[cH:3][cH:4][cH:5][cH:6][cH:7]1)(=[O:8])[NH:10][c:11]1[n:12][cH:13][c:14]([N+:17](=[O:18])[O-:19])[cH:15][n:16]1.